This data is from the Open Reaction Database (ORD), a public repository of structured organic reaction records. The task is: describe an organic reaction: reactants, conditions, products, and yield The reactants are C(C)(=O)OC1=CC=2C[C@@H]([C@H]3[C@@H]4CCC([C@@]4(C)CC[C@@H]3C2C=C1I)=O)OC(C)=O (3,7β-diacetoxy-2-iodo-estra-1,3,5(10)-trien-17-one), C[O-].[Na+] (sodium methanolate). The solvent is CO (methanol). Reaction conditions: time 8 hour. Product: OC1=CC=2C[C@@H]([C@H]3[C@@H]4CCC([C@@]4(C)CC[C@@H]3C2C=C1I)=O)O (3,7β-Dihydroxy-2-iodo-estra-1,3,5(10)-trien-17-one). Yield: 68.6%. RXN SMILES: C([O:4][C:5]1[C:22]([I:23])=[CH:21][C:20]2[C@@H:19]3[C@H:10]([C@H:11]4[C@@:15]([CH2:17][CH2:18]3)([CH3:16])[C:14](=[O:24])[CH2:13][CH2:12]4)[C@@H:9]([O:25]C(=O)C)[CH2:8][C:7]=2[CH:6]=1)(=O)C.C[O-].[Na+]>CO>[OH:4][C:5]1[C:22]([I:23])=[CH:21][C:20]2[C@@H:19]3[C@H:10]([C@H:11]4[C@@:15]([CH2:17][CH2:18]3)([CH3:16])[C:14](=[O:24])[CH2:13][CH2:12]4)[C@@H:9]([OH:25])[CH2:8][C:7]=2[CH:6]=1 |f:1.2|. Procedure details: For the removal of both acetyl protective groups, 700 mg (1.4 mmol) of 3,7β-diacetoxy-2-iodo-estra-1,3,5(10)-trien-17-one, dissolved in 20 ml of methanol, was mixed with 200 mg of sodium methanolate, and the solution was stirred overnight. Then, it was mixed with 2.5 g of Amberlite IR-120, stirred for 30 minutes, filtered, and the solution was concentrated by evaporation in a rotary evaporator. Flash chromatography (cyclohexane/ethyl acetate) yielded 396 mg (68%) of colorless crystals. Reactants: C(C)(C)(C)OC(=O)N1CCC(CC1)NCC (4-Ethylamino-piperidine-1-carboxylic acid tert-butyl ester), C(CC)=O (propionaldehyde). The product is C(C)(C)(C)OC(=O)N1CCC(CC1)NCCC (4-Propylamino-piperidine-1-carboxylic acid tert-butyl ester). RXN SMILES: [C:1]([O:5][C:6]([N:8]1[CH2:13][CH2:12][CH:11]([NH:14][CH2:15][CH3:16])[CH2:10][CH2:9]1)=[O:7])([CH3:4])([CH3:3])[CH3:2].[CH:17](=O)CC>>[C:1]([O:5][C:6]([N:8]1[CH2:9][CH2:10][CH:11]([NH:14][CH2:15][CH2:16][CH3:17])[CH2:12][CH2:13]1)=[O:7])([CH3:4])([CH3:3])[CH3:2]. Procedure: The title compound was synthesized by the method, described for 4-Ethylamino-piperidine-1-carboxylic acid tert-butyl ester (16), using propionaldehyde instead of acetaldehyde. Rt=1.43 min (Method B). Detected mass: 243.2 (M+H+). Reactants: O=C(O)CCNC(=O)OCC1c2ccccc2-c2ccccc21, C1CCNCC1, O=Cc1ccc(C(=O)O)cc1, CCN(C(C)C)C(C)C, CN(C)C=O. Product: O=Cc1ccc(C(=O)NCCC(=O)O)cc1. As a reaction SMILES: [C:1]([O:2][CH2:3][CH:4]1[c:5]2[c:6]([cH:7][cH:8][cH:9][cH:10]2)-[c:11]2[c:12]1[cH:13][cH:14][cH:15][cH:16]2)(=[O:17])[NH:18][CH2:19][CH2:20][C:21](=[O:22])[OH:23].[CH2:24]1[CH2:25][CH2:26][NH:27][CH2:28][CH2:29]1.[CH:30](=[O:31])[c:32]1[cH:33][cH:34][c:35]([C:36](=[O:37])[OH:38])[cH:39][cH:40]1.[CH:41]([N:42]([CH:43]([CH3:44])[CH3:45])[CH2:46][CH3:47])([CH3:48])[CH3:49].[O:50]=[CH:51][N:52]([CH3:53])[CH3:54]>>[NH:18]([CH2:19][CH2:20][C:21](=[O:22])[OH:23])[C:36]([c:35]1[cH:34][cH:33][c:32]([CH:30]=[O:31])[cH:40][cH:39]1)=[O:38]. The reactants are COc1ccc([N+](=O)[O-])c(N)c1, CC(=O)OC(C)=O, O=CO, C1CCOC1. Product: CNc1cc(OC)ccc1[N+](=O)[O-]. Reaction SMILES: [CH3:11][O:12][c:13]1[cH:14][cH:15][c:16]([N+:20](=[O:21])[O-:22])[c:17]([NH2:18])[cH:19]1.[CH3:4][C:5]([O:6][C:7](=[O:8])[CH3:9])=[O:10].[CH:1]([OH:2])=[O:3].[O:23]1[CH2:24][CH2:25][CH2:26][CH2:27]1>>[CH3:1][NH:18][c:17]1[c:16]([N+:20](=[O:21])[O-:22])[cH:15][cH:14][c:13]([O:12][CH3:11])[cH:19]1. Starting materials: ClC1=NC=NC2=C1C1=C(CN(CCC1)C(=O)OC(C)(C)C)S2 (tert-Butyl 4-chloro-5,6,7,9-tetrahydro-8H-pyrimido[5′,4′:4,5]thieno[2,3-c]azepine-8-carboxylate), ClC=1C=C(N)C=CC1Cl (3,4-dichloroaniline). The product is ClC=1C=C(C=CC1Cl)NC1=NC=NC2=C1C1=C(CNCCC1)S2 (N-(3,4-Dichlorophenyl)-6,7,8,9-tetrahydro-5H-pyrimido[5′,4′:4,5]thieno[2,3-c]azepin-4-amine). RXN SMILES: Cl[C:2]1[C:7]2[C:8]3[CH2:14][CH2:13][CH2:12][N:11](C(OC(C)(C)C)=O)[CH2:10][C:9]=3[S:22][C:6]=2[N:5]=[CH:4][N:3]=1.[Cl:23][C:24]1[CH:25]=[C:26]([CH:28]=[CH:29][C:30]=1[Cl:31])[NH2:27]>>[Cl:23][C:24]1[CH:25]=[C:26]([NH:27][C:2]2[C:7]3[C:8]4[CH2:14][CH2:13][CH2:12][NH:11][CH2:10][C:9]=4[S:22][C:6]=3[N:5]=[CH:4][N:3]=2)[CH:28]=[CH:29][C:30]=1[Cl:31]. Procedure details: The title compound was synthesized in analogy to Example 12A from tert-butyl 4-chloro-5,6,7,9-tetrahydro-8H-pyrimido[5′,4′:4,5]thieno[2,3-c]azepine-8-carboxylate from Example 80A (1.74 g, 5.11 mmol) and 3,4-dichloroaniline (870 mg, 5.37 mmol) to yield 820 mg (44%). Reactants: COC(CC1CCN(CC1)C(C(C(NC(C1=C(C=C(C=C1)C#N)F)=O)CC)(C)C)=O)=O (methyl-N-(N-(4-cyano-2-fluorobenzoyl)-β-ethyl-α,α-dimethyl-β-alanyl)-4-piperidineacetate), amine, compound, N1CCCC1 (pyrrolidine). Yields the product COC(CC1CCN(CC1)C(C(C(NC(C1=C(C=C(C=C1)C(=N)N1CCCC1)F)=O)CC)(C)C)=O)=O (Methyl-N-(N-(4-(1-pyrrolidinoimidoyl)-2-fluorobenzoyl)-β-ethyl-α,α-dimethyl-β-alanyl)-4-piperidineacetate). Isolated yield 21.0%. As a reaction SMILES: [CH3:1][O:2][C:3](=[O:31])[CH2:4][CH:5]1[CH2:10][CH2:9][N:8]([C:11](=[O:30])[C:12]([CH3:29])([CH3:28])[CH:13]([CH2:26][CH3:27])[NH:14][C:15](=[O:25])[C:16]2[CH:21]=[CH:20][C:19]([C:22]#[N:23])=[CH:18][C:17]=2[F:24])[CH2:7][CH2:6]1.[NH:32]1[CH2:36][CH2:35][CH2:34][CH2:33]1>>[CH3:1][O:2][C:3](=[O:31])[CH2:4][CH:5]1[CH2:10][CH2:9][N:8]([C:11](=[O:30])[C:12]([CH3:28])([CH3:29])[CH:13]([CH2:26][CH3:27])[NH:14][C:15](=[O:25])[C:16]2[CH:21]=[CH:20][C:19]([C:22]([N:32]3[CH2:36][CH2:35][CH2:34][CH2:33]3)=[NH:23])=[CH:18][C:17]=2[F:24])[CH2:7][CH2:6]1. Procedure: N-Boc-β-ethyl-α,α-dimethyl-β-alanine was condensed with 4-piperidineacetic acid methyl ester in the same manner as in Example 43 to yield N-(N-β-ethyl-α,α-dimethyl-β-alanyl)-4-piperidineacetic acid methyl ester. From the resulting compound, methyl-N-(N-(4-cyano-2-fluorobenzoyl)-β-ethyl-α,α-dimethyl-β-alanyl)-4-piperidineacetate was derived in the same manner as in Example 45. The same procedure as in Example 45 was performed with this compound (1.0 g, 2.3 mmol) by using pyrrolidine (1.9 ml) as a... Starting materials: C[Si](N1CCC(CC1)C(=O)OCC)(C)C (ethyl N-(trimethylsilyl)piperidin-4-ylcarboxylate), FC(OC1=CC=C(C=C1)Br)(F)F (4-trifluoromethoxyphenyl bromide), aqueous solution, [Cl-].[NH4+] (ammonium chloride), ice, [Mg] (magnesium), II (iodine). Reagents/catalysts: FC(OC1=CC=C(C=C1)Br)(F)F (4-trifluoromethoxyphenyl bromide). The solvent is O1CCCC1 (tetrahydrofuran), O1CCCC1 (tetrahydrofuran), O1CCCC1 (tetrahydrofuran). Reaction conditions: temperature 50 celsius. Yields the product FC(OC1=CC=C(C=C1)C(C1CCNCC1)(O)C1=CC=C(C=C1)OC(F)(F)F)(F)F (4-[bis(4-trifluoromethoxyphenyl)Hydroxymethyl]piperidine). Yield: 109.9%. Reaction SMILES: [Mg].II.C[Si](C)(C)[N:6]1[CH2:11][CH2:10][CH:9]([C:12]([O:14]CC)=O)[CH2:8][CH2:7]1.[F:19][C:20]([F:30])([F:29])[O:21][C:22]1[CH:27]=[CH:26][C:25](Br)=[CH:24][CH:23]=1.[Cl-].[NH4+]>O1CCCC1.FC(F)(F)OC1C=CC(Br)=CC=1>[F:19][C:20]([F:30])([F:29])[O:21][C:22]1[CH:27]=[CH:26][C:25]([C:12]([C:25]2[CH:24]=[CH:23][C:22]([O:21][C:20]([F:19])([F:29])[F:30])=[CH:27][CH:26]=2)([OH:14])[CH:9]2[CH2:8][CH2:7][NH:6][CH2:11][CH2:10]2)=[CH:24][CH:23]=1 |f:4.5|. Reported procedure: A stirred mixture of 5.0 grams (0.021 mole) of 4-trifluoromethoxyphenyl bromide, 13.8 grams (0.570 gram-atom) of magnesium turnings, and a crystal of iodine in 25 mL of anhydrous tetrahydrofuran was warmed to 50-60° C. Once the Grignard reaction commenced, 500 mL of anhydrous tetrahydrofuran was added, and the reaction mixture temperature was adjusted to 45° C. To this was added a solution of 53.0 grams (0.230 mole) of ethyl N-(trimethylsilyl)piperidin-4-ylcarboxylate and 128.8 grams (0.534 mole... The reactants are NC1=CC=C2C=3C=C(C=C(C3NC2=C1)C(=O)N)Br (7-amino-3-bromo-9H-carbazole-1-carboxamide), C1(=CC(=CC=C1)B(O)O)C (m-tolylboronic acid), C(=O)([O-])[O-].[Na+].[Na+] (Na2CO3). The reagents and catalysts are C1=CC=C(C=C1)P([C-]2C=CC=C2)C3=CC=CC=C3.C1=CC=C(C=C1)P([C-]2C=CC=C2)C3=CC=CC=C3.Cl[Pd]Cl.[Fe+2].C(Cl)Cl (PdCl2(dppf) CH2Cl2). Solvent: COCCOC (DME). Run at temperature 100 celsius. Product: NC1=CC=C2C=3C=C(C=C(C3NC2=C1)C(=O)N)C=1C=C(C=CC1)C (7-Amino-3-m-tolyl-9H-carbazole-1-carboxamide). Reaction SMILES: [NH2:1][C:2]1[CH:14]=[C:13]2[C:5]([C:6]3[CH:7]=[C:8](Br)[CH:9]=[C:10]([C:15]([NH2:17])=[O:16])[C:11]=3[NH:12]2)=[CH:4][CH:3]=1.[C:19]1([CH3:28])[CH:24]=[CH:23][CH:22]=[C:21](B(O)O)[CH:20]=1.C([O-])([O-])=O.[Na+].[Na+]>C1C=CC(P(C2C=CC=CC=2)[C-]2C=CC=C2)=CC=1.C1C=CC(P(C2C=CC=CC=2)[C-]2C=CC=C2)=CC=1.Cl[Pd]Cl.[Fe+2].C(Cl)Cl.COCCOC>[NH2:1][C:2]1[CH:14]=[C:13]2[C:5]([C:6]3[CH:7]=[C:8]([C:21]4[CH:20]=[C:19]([CH3:28])[CH:24]=[CH:23][CH:22]=4)[CH:9]=[C:10]([C:15]([NH2:17])=[O:16])[C:11]=3[NH:12]2)=[CH:4][CH:3]=1 |f:2.3.4,5.6.7.8.9|. Reported procedure: 7-Amino-3-bromo-9H-carbazole-1-carboxamide 470B (350 mg, 1.151 mmol), m-tolylboronic acid (313 mg, 2.302 mmol), PdCl2(dppf)-CH2Cl2 adduct (94 mg, 0.115 mmol), and Na2CO3 (2M) (2.88 mL, 5.75 mmol) were mixed with DME (15 mL) in a sealed microwave vial. The mixture was flushed with N2 and heated at 100° C. in an oil bath for 4 hrs. The mixture was purified using preparative HPLC to give titled product. MS (ESI) m/z 316.04 (M+H)+. 1H NMR (DMSO-d6) δ ppm 10.89 (s, 1H), 8.30 (s, 1H), 8.23 (s, 1H), 8.... Starting materials: C(C)(C)(C)OC(NC1=C(C=C(C=C1)C(F)(F)F)N)=O ((2-amino-4-trifluoromethyl-phenyl)-carbamic acid tert-butyl ester), C(C)(C)(C)OC(CC(=O)C1=CC(=CC=C1)C1=CC(=NC=C1)CC)=O (3-[3-(2-ethyl-pyridin-4-yl)-phenyl]-3-oxo-propionic acid tert-butyl ester). Yields the product C(C)(C)(C)OC(NC1=C(C=C(C=C1)C(F)(F)F)NC(CC(=O)C1=CC(=CC=C1)C1=CC(=NC=C1)CC)=O)=O ((2-{3-[3-(2-Ethyl-pyridin-4-yl)-phenyl]-3-oxo-propionylamino}-4-trifluoromethyl-phenyl)-carbamic acid tert-butyl ester), solid. Isolated yield 70.0%. As a reaction SMILES: [C:1]([O:5][C:6](=[O:19])[NH:7][C:8]1[CH:13]=[CH:12][C:11]([C:14]([F:17])([F:16])[F:15])=[CH:10][C:9]=1[NH2:18])([CH3:4])([CH3:3])[CH3:2].C([O:24][C:25](=O)[CH2:26][C:27]([C:29]1[CH:34]=[CH:33][CH:32]=[C:31]([C:35]2[CH:40]=[CH:39][N:38]=[C:37]([CH2:41][CH3:42])[CH:36]=2)[CH:30]=1)=[O:28])(C)(C)C>>[C:1]([O:5][C:6](=[O:19])[NH:7][C:8]1[CH:13]=[CH:12][C:11]([C:14]([F:17])([F:16])[F:15])=[CH:10][C:9]=1[NH:18][C:25](=[O:24])[CH2:26][C:27]([C:29]1[CH:34]=[CH:33][CH:32]=[C:31]([C:35]2[CH:40]=[CH:39][N:38]=[C:37]([CH2:41][CH3:42])[CH:36]=2)[CH:30]=1)=[O:28])([CH3:4])([CH3:2])[CH3:3]. Procedure: The title compound was prepared from (2-amino-4-trifluoromethyl-phenyl)-carbamic acid tert-butyl ester (Example J3) (207 mg, 0.75 mmol) and 3-[3-(2-ethyl-pyridin-4-yl)-phenyl]-3-oxo-propionic acid tert-butyl ester (Example K20) (244 mg, 0.75 mmol) according to the general procedure M. Obtained as an off-white solid (275 mg, 70%).